Dataset: the Open Reaction Database (ORD), a public repository of structured organic reaction records. Task: describe an organic reaction: reactants, conditions, products, and yield Procedure: A solution of tert-butyl((R)-3-hydroxy-1-(((1R,3S)-3-((3-methyl-8-((R)-6-methyl-4-oxo-1,4,5,6-tetrahydropyrrolo[3,4-b]pyrrol-2-yl)quinoxalin-2-yl)amino)cyclohexyl)amino)-1-oxopropan-2-yl)carbamate (491, 34 mg, 0.059 mmol) and TFA (0.45 mL, 5.89 mmol) in DCM (0.29 mL) was stirred at 0° C. to RT for 15 min. It was concentrated under reduced pressure. The crude product was dissolved in methanol and injected (3×1 mL) onto the Shimadzu preparative LC (Phenomenex Gemini column, 10 micron, C18, 100 Å, ... Isolated yield 96.6%. RXN SMILES: C(OC(=O)[NH:7][C@H:8]([CH2:40][OH:41])[C:9]([NH:11][C@@H:12]1[CH2:17][CH2:16][CH2:15][C@H:14]([NH:18][C:19]2[C:28]([CH3:29])=[N:27][C:26]3[C:21](=[C:22]([C:30]4[NH:34][C:33]5[C@@H:35]([CH3:39])[NH:36][C:37](=[O:38])[C:32]=5[CH:31]=4)[CH:23]=[CH:24][CH:25]=3)[N:20]=2)[CH2:13]1)=[O:10])(C)(C)C.[C:43]([OH:49])([C:45]([F:48])([F:47])[F:46])=[O:44]>C(Cl)Cl>[F:46][C:45]([F:48])([F:47])[C:43]([OH:49])=[O:44].[NH2:7][C@H:8]([CH2:40][OH:41])[C:9]([NH:11][C@@H:12]1[CH2:17][CH2:16][CH2:15][C@H:14]([NH:18][C:19]2[C:28]([CH3:29])=[N:27][C:26]3[C:21](=[C:22]([C:30]4[NH:34][C:33]5[C@@H:35]([CH3:39])[NH:36][C:37](=[O:38])[C:32]=5[CH:31]=4)[CH:23]=[CH:24][CH:25]=3)[N:20]=2)[CH2:13]1)=[O:10] |f:3.4|. Product: FC(C(=O)O)(F)F.N[C@@H](C(=O)N[C@H]1C[C@H](CCC1)NC1=NC2=C(C=CC=C2N=C1C)C1=CC2=C(N1)[C@H](NC2=O)C)CO ((R)-2-amino-3-hydroxy-N-((1R,3S)-3-((3-methyl-8-((R)-6-methyl-4-oxo-1,4,5,6-tetrahydropyrrolo[3,4-b]pyrrol-2-yl)quinoxalin-2-yl)amino)cyclohexyl)propanamide 2,2,2-trifluoroacetate). Run in C(Cl)Cl (DCM). Reactants: C(C)(C)(C)OC(N[C@@H](C(=O)N[C@H]1C[C@H](CCC1)NC1=NC2=C(C=CC=C2N=C1C)C1=CC2=C(N1)[C@H](NC2=O)C)CO)=O (tert-butyl((R)-3-hydroxy-1-(((1R,3S)-3-((3-methyl-8-((R)-6-methyl-4-oxo-1,4,5,6-tetrahydropyrrolo[3,4-b]pyrrol-2-yl)quinoxalin-2-yl)amino)cyclohexyl)amino)-1-oxopropan-2-yl)carbamate), C(=O)(C(F)(F)F)O (TFA). Starting materials: COC(=O)c1ccc2c(c1)CCN2C(=O)OC(C)(C)C, CO, [Na+], [OH-]. The product is CC(C)(C)OC(=O)N1CCc2cc(C(=O)O)ccc21. Reaction SMILES: [CH3:1][O:2][C:3](=[O:4])[c:5]1[cH:6][c:7]2[c:11]([cH:12][cH:13]1)[N:10]([C:14](=[O:15])[O:16][C:17]([CH3:18])([CH3:19])[CH3:20])[CH2:9][CH2:8]2.[CH3:23][OH:24].[Na+:22].[OH-:21]>>[O:2]=[C:3]([OH:4])[c:5]1[cH:6][c:7]2[c:11]([cH:12][cH:13]1)[N:10]([C:14](=[O:15])[O:16][C:17]([CH3:18])([CH3:19])[CH3:20])[CH2:9][CH2:8]2.